Dataset: the Open Reaction Database (ORD), a public repository of structured organic reaction records. Task: describe an organic reaction: reactants, conditions, products, and yield The reactants are C(C)(=O)OCCCCCCCNC(C)=O (1-Acetoxy-7-acetamidoheptane), Cl (hydrochloric acid). Solvent: CO (methanol). The product is NCCCCCCCO (7-amino-1-heptanol), hydrochloride salt. As a reaction SMILES: C([O:4][CH2:5][CH2:6][CH2:7][CH2:8][CH2:9][CH2:10][CH2:11][NH:12]C(=O)C)(=O)C.Cl>CO>[NH2:12][CH2:11][CH2:10][CH2:9][CH2:8][CH2:7][CH2:6][CH2:5][OH:4]. Reported procedure: 1-Acetoxy-7-acetamidoheptane (11.8 g, 54.3 mmol) was dissolved in 20 mL of methanol in a 200 mL round bottom flask. To this was added 50 mL of 40% aqueous hydrochloric acid and the mixture was heated at reflux for 60 hours. All volatiles were removed under reduced pressure. The desired 7-amino-1-heptanol was obtained as the crystalline hydrochloride salt, m.p. 74-81° C., MS: 131 (MH+).